This data is from the Open Reaction Database (ORD), a public repository of structured organic reaction records. The task is: describe an organic reaction: reactants, conditions, products, and yield Reactants: N(CC(=O)O)C(=O)OC(C)(C)C (Boc-Gly-OH), CC1(OC(=O)CC(=O)O1)C (Meldrum's acid), ClC(=O)OC(C)C (isopropyl chloroformate). The reagents and catalysts are CN(C)C=1C=CN=CC1 (DMAP). Solvent: C(Cl)Cl (DCM), C1(=CC=CC=C1)C (toluene). Conditions: temperature 0 celsius, time 3 hour. Yields the product OC1=CC(N(C1)C(=O)OC(C)(C)C)=O (Tert-butyl 4-hydroxy-2-oxo-2,5-dihydro-1H-pyrrole-1-carboxylate). The yield is 75.0%. As a reaction SMILES: [NH:1]([C:6]([O:8][C:9]([CH3:12])([CH3:11])[CH3:10])=[O:7])[CH2:2][C:3]([OH:5])=O.[CH3:13][C:14]1(C)OC(=O)CC(=O)[O:15]1.ClC(OC(C)C)=O>C(Cl)Cl.CN(C1C=CN=CC=1)C.C1(C)C=CC=CC=1>[OH:5][C:3]1[CH2:2][N:1]([C:6]([O:8][C:9]([CH3:12])([CH3:11])[CH3:10])=[O:7])[C:14](=[O:15])[CH:13]=1. Procedure details: To Boc-Gly-OH (1 g, 5.71 mmol) in DCM (12 mL) under N2 atmosphere at 0° C. was added DMAP (1.743 g, 14.27 mmol) and Meldrum's acid (0.987 g, 6.85 mmol). A solution of isopropyl chloroformate (8.56 mL, 8.56 mmol) in toluene was added dropwise. The reaction mixture was stirred at 0° C. for 3 h. The reaction mixture was washed with 15% KHSO4 twice, dried over sodium sulfate, filtered and evaporated. The crude product was taken in 50 mL of EtOAc and refluxed for 1 h. After volatile materials were ev... Starting materials: C1(=CC=CC=C1)C(C(C1=CC=C(C=C1)SC)Br)=O (1-Phenyl-2-bromo-2-(4-(methylthio)phenyl)ethanone), OOS(=O)[O-].[K+] (oxone), CO (MeOH), C(=O)(O)[O-].[Na+] (NaHCO3). The solvent is O (H2O), C(Cl)Cl (CH2Cl2), CC(C)(C)O (t-BuOH). Conditions: time 1 hour. Yields the product C1(=CC=CC=C1)C(C(C1=CC=C(C=C1)S(=O)(=O)C)Br)=O (1-Phenyl-2-bromo-2- (4-(methylsulfonyl)phenyl)ethanone). Reaction SMILES: [C:1]1([C:7](=[O:18])[CH:8]([Br:17])[C:9]2[CH:14]=[CH:13][C:12](SC)=[CH:11][CH:10]=2)[CH:6]=[CH:5][CH:4]=[CH:3][CH:2]=1.CO.O[O:22][S:23]([O-:25])=O.[K+].[C:27]([O-])(O)=O.[Na+]>C(Cl)Cl.O.CC(O)(C)C>[C:1]1([C:7](=[O:18])[CH:8]([Br:17])[C:9]2[CH:10]=[CH:11][C:12]([S:23]([CH3:27])(=[O:25])=[O:22])=[CH:13][CH:14]=2)[CH:2]=[CH:3][CH:4]=[CH:5][CH:6]=1 |f:2.3,4.5|. Procedure details: To a suspension of the product of step 2 (59 g, 183 mmol) in a mixture of CH2Cl2 (300 mL), MeOH (1 L), t-BuOH (350 mL) was added a suspension of oxone (248 g, 403 mmol) in 700 mL of H2O. The mixture was stirred for 1 h. Saturated NaHCO3 was added slowly until all solid dissolved. The resulting mixture was extracted with Et2O. The ether extracts were dried (Na2SO4) and concentrated to give 39.3 g of the title compound. The reactants are C(=C)N1C=NC=C1 (1-vinylimidazole), C(CCCCCCCCCCCCC)Br (n-tetradecyl bromide), CO (methanol). Run in C(C)OCC (diethyl ether). Run at temperature 60 celsius, time 15 hour. Product: [Br-].C(=C)[N+]1=CN(C=C1)CCCCCCCCCCCCCC (1-vinyl-3-tetradecyl imidazolium bromide). Reaction SMILES: [CH:1]([N:3]1[CH:7]=[CH:6][N:5]=[CH:4]1)=[CH2:2].[CH2:8]([Br:22])[CH2:9][CH2:10][CH2:11][CH2:12][CH2:13][CH2:14][CH2:15][CH2:16][CH2:17][CH2:18][CH2:19][CH2:20][CH3:21].CO>C(OCC)C>[Br-:22].[CH:1]([N+:3]1[CH:7]=[CH:6][N:5]([CH2:21][CH2:20][CH2:19][CH2:18][CH2:17][CH2:16][CH2:15][CH2:14][CH2:13][CH2:12][CH2:11][CH2:10][CH2:9][CH3:8])[CH:4]=1)=[CH2:2] |f:4.5|. Reported procedure: (From Yuan & Antonietti, DOI: 10.1021/ma102858b.) A solution/suspension comprising 0.1 mol of 1-vinylimidazole, 0.1 mol of n-tetradecyl bromide and 30 mL of methanol were loaded into a 100 mL reactor. The mixture was stirred at 60° C. for 15 h. After cooling the reaction mixture was added dropwise into 1 L of diethyl ether. The white precipitate was filtered off and dried at room temperature to yield a powder. Starting materials: ClC=1N=C(C2=C(N1)N(C=C2)S(=O)(=O)C2=CC=C(C)C=C2)NC=2C=C1C=NN(C1=CC2)C (2-chloro-N-(1-methyl-1H-indazol-5-yl)-7-tosyl-7H-pyrrolo[2,3-d]pyrimidin-4-amine), NC1=CC=C(C(=O)N)C=C1 (4-aminobenzamide), C[Si](C)(C)Cl (TMSCl). Run in C(CCC)O (nBuOH), C(CCC)O (nBuOH). The product is CN1N=CC2=CC(=CC=C12)NC=1C2=C(N=C(N1)NC1=CC=C(C(=O)N)C=C1)N(C=C2)S(=O)(=O)C2=CC=C(C)C=C2 (4-(4-(1-methyl-1H-indazol-5-ylamino)-7-tosyl-7H-pyrrolo[2,3-d]pyrimidin-2-ylamino)benzamide). Isolated yield 20.7%. RXN SMILES: Cl[C:2]1[N:3]=[C:4]([NH:21][C:22]2[CH:23]=[C:24]3[C:28](=[CH:29][CH:30]=2)[N:27]([CH3:31])[N:26]=[CH:25]3)[C:5]2[CH:10]=[CH:9][N:8]([S:11]([C:14]3[CH:20]=[CH:19][C:17]([CH3:18])=[CH:16][CH:15]=3)(=[O:13])=[O:12])[C:6]=2[N:7]=1.[NH2:32][C:33]1[CH:41]=[CH:40][C:36]([C:37]([NH2:39])=[O:38])=[CH:35][CH:34]=1.C[Si](Cl)(C)C>C(O)CCC>[CH3:31][N:27]1[C:28]2[C:24](=[CH:23][C:22]([NH:21][C:4]3[C:5]4[CH:10]=[CH:9][N:8]([S:11]([C:14]5[CH:20]=[CH:19][C:17]([CH3:18])=[CH:16][CH:15]=5)(=[O:13])=[O:12])[C:6]=4[N:7]=[C:2]([NH:32][C:33]4[CH:41]=[CH:40][C:36]([C:37]([NH2:39])=[O:38])=[CH:35][CH:34]=4)[N:3]=3)=[CH:30][CH:29]=2)[CH:25]=[N:26]1. Procedure details: A mixture of 2-chloro-N-(1-methyl-1H-indazol-5-yl)-7-tosyl-7H-pyrrolo[2,3-d]pyrimidin-4-amine (158 mg, 0.349 mmol), 4-aminobenzamide (100 mg, 0.735 mmol) and TMSCl (0.300 mL, 2.37 mmol) in nBuOH (3 mL) was stirred at 135° C. for 20 h. nBuOH was removed in vacuo. The residue was purified by HPLC to give 4-(4-(1-methyl-1H-indazol-5-ylamino)-7-tosyl-7H-pyrrolo[2,3-d]pyrimidin-2-ylamino)benzamide (40 mg).